From a dataset of the Open Reaction Database (ORD), a public repository of structured organic reaction records. describe an organic reaction: reactants, conditions, products, and yield Reactants: FC1=CC=C(N)C=C1 (4-fluoroaniline), N(=O)[O-].[Na+] (sodium nitrite), C(C)OC(CC(=O)OCC)=N (ethyl 3-ethoxy-3-iminopropionate), C(C)(=O)[O-].[Na+] (Sodium acetate). Reagents/catalysts: S(=O)(=O)([O-])[O-].[Cu+2] (copper (II) sulfate). Solvent: O (water), Cl (hydrochloric acid), O (water), O (water). Run at temperature -15 celsius, time 15 minute. Product: C(C)OC=1C(=NN(N1)C1=CC=C(C=C1)F)C(=O)OCC (ethyl 5-ethoxy-2-(4-fluorophenyl)-2H-1,2,3-triazole-4-carboxylate). Yield: 54.1%. RXN SMILES: [F:1][C:2]1[CH:8]=[CH:7][C:5]([NH2:6])=[CH:4][CH:3]=1.[N:9]([O-])=O.[Na+].C([O-])(=O)C.[Na+].[CH2:18]([O:20][C:21](=[NH:28])[CH2:22][C:23]([O:25][CH2:26][CH3:27])=[O:24])[CH3:19]>O.Cl.S([O-])([O-])(=O)=O.[Cu+2]>[CH2:18]([O:20][C:21]1[C:22]([C:23]([O:25][CH2:26][CH3:27])=[O:24])=[N:9][N:6]([C:5]2[CH:7]=[CH:8][C:2]([F:1])=[CH:3][CH:4]=2)[N:28]=1)[CH3:19] |f:1.2,3.4,8.9|. Procedure details: A stirred mixture of 4-fluoroaniline (11.1 g, 100 mmol) in water (50 mL) and concentrated hydrochloric acid (19 mL) was cooled to −15° C. To this mixture was added a previously cooled (0° C.) solution of sodium nitrite (7.6 g, 110 mmol) in water (25 mL) over 5 min. Ice was added directly to the reaction to maintain the temperature below 5° C. After the addition was complete, the reaction was stirred at 0° C. for 15 min. Sodium acetate (41.0 g, 500 mmol) was added followed by ethyl 3-ethoxy-3-imi... Starting materials: CCOC(=O)c1c(O)c2ccccc2n(Cc2ccc(F)cc2)c1=O, Cc1ccccc1, NC1CCCCC1, O. Product: O=C(NC1CCCCC1)c1c(O)c2ccccc2n(Cc2ccc(F)cc2)c1=O. RXN SMILES: [CH2:8]([O:10][C:11](=[O:9])[c:13]1[c:14](=[O:32])[n:15]([CH2:24][c:25]2[cH:26][cH:27][c:28]([F:31])[cH:29][cH:30]2)[c:16]2[cH:17][cH:18][cH:19][cH:20][c:21]2[c:22]1[OH:23])[CH3:12].[CH3:33][c:34]1[cH:35][cH:36][cH:37][cH:38][cH:39]1.[NH2:1][CH:2]1[CH2:3][CH2:4][CH2:5][CH2:6][CH2:7]1.[OH2:40]>>[NH:1]([CH:2]1[CH2:3][CH2:4][CH2:5][CH2:6][CH2:7]1)[C:11](=[O:10])[c:13]1[c:14](=[O:32])[n:15]([CH2:24][c:25]2[cH:26][cH:27][c:28]([F:31])[cH:29][cH:30]2)[c:16]2[cH:17][cH:18][cH:19][cH:20][c:21]2[c:22]1[OH:23]. The reactants are CN1CCCC1=O, CCOC(C)=O, COc1ccc(I)cc1, [K+], [K+], O=C([O-])[O-], O, c1ccc2[nH]ccc2c1. Yields the product COc1ccc(-n2ccc3ccccc32)cc1. Reaction SMILES: [CH3:26][N:27]1[CH2:28][CH2:29][CH2:30][C:31]1=[O:32].[CH3:33][CH2:34][O:35][C:36](=[O:37])[CH3:38].[I:10][c:11]1[cH:12][cH:13][c:14]([O:17][CH3:18])[cH:15][cH:16]1.[K+:19].[K+:20].[O-:21][C:22]([O-:23])=[O:24].[OH2:25].[nH:1]1[cH:2][cH:3][c:4]2[cH:5][cH:6][cH:7][cH:8][c:9]12>>[n:1]1(-[c:11]2[cH:12][cH:13][c:14]([O:17][CH3:18])[cH:15][cH:16]2)[cH:2][cH:3][c:4]2[cH:5][cH:6][cH:7][cH:8][c:9]12. Reactants: FC(S(=O)(=O)OC1=CC(OC2=CC(=CC=C12)C)=O)(F)F (7-methyl-2-oxo-2H-chromen-4-yl trifluoromethanesulfonate), FC=1C=C(C=CC1)B(O)O (3-fluorobenzeneboronic acid), C1(CCCCC1)P(C1CCCCC1)C1CCCCC1 (tricyclohexylphosphine), [F-].[K+] (potassium fluoride). The reagents and catalysts are C(C)(=O)[O-].[Pd+2].C(C)(=O)[O-] (palladium (II) acetate). The solvent is C1CCOC1 (THF). Conditions: time 16 hour. The product is FC=1C=C(C=CC1)C1=CC(OC2=CC(=CC=C12)C)=O (4-(3-fluorophenyl)-7-methyl-2H-chromen-2-one). As a reaction SMILES: FC(F)(F)S(O[C:7]1[C:16]2[C:11](=[CH:12][C:13]([CH3:17])=[CH:14][CH:15]=2)[O:10][C:9](=[O:18])[CH:8]=1)(=O)=O.[F:21][C:22]1[CH:23]=[C:24](B(O)O)[CH:25]=[CH:26][CH:27]=1.C1(P(C2CCCCC2)C2CCCCC2)CCCCC1.[F-].[K+]>C1COCC1.C([O-])(=O)C.[Pd+2].C([O-])(=O)C>[F:21][C:22]1[CH:27]=[C:26]([C:7]2[C:16]3[C:11](=[CH:12][C:13]([CH3:17])=[CH:14][CH:15]=3)[O:10][C:9](=[O:18])[CH:8]=2)[CH:25]=[CH:24][CH:23]=1 |f:3.4,6.7.8|. Reported procedure: To a solution of 7-methyl-2-oxo-2H-chromen-4-yl trifluoromethanesulfonate (5 g, 16.2 mmol) and 3-fluorobenzeneboronic acid (2.5 g, 17.9 mmol) in THF (75 mL), tricyclohexylphosphine (227 mg, 0.81 mmol) and potassium fluoride (3.3 g, 56.8 mmol) were added. The reaction mixture was purged twice with nitrogen before palladium (II) acetate (146 mg, 0.65 mmol) was added. After 16 hours stirring at room temperature, the reaction mixture was filtered over celite and the filtrate was concentrated under r... The reactants are CC(C)Cc1ccccc1, CC=O, [Cl-], [Cl-], Cl, [Zn+2]. Product: CC(C)Cc1ccc(C(C)Cl)cc1. Reaction SMILES: [CH3:1][CH:2]([CH3:3])[CH2:4][c:5]1[cH:6][cH:7][cH:8][cH:9][cH:10]1.[CH:11]([CH3:12])=[O:13].[Cl-:15].[Cl-:17].[ClH:14].[Zn+2:16]>>[CH3:1][CH:2]([CH3:3])[CH2:4][c:5]1[cH:6][cH:7][c:8]([CH:11]([CH3:12])[Cl:14])[cH:9][cH:10]1.